This data is from the Open Reaction Database (ORD), a public repository of structured organic reaction records. The task is: describe an organic reaction: reactants, conditions, products, and yield Starting materials: N (ammonia), C1=CN(C=N1)C(=O)N2C=CN=C2 (CDI), FC1=C(C=CC(=C1)C1=C(C(=NC=C1C)OC)C)C1=C(C=NN1[C@@H]1COCC1)C(=O)O (5-[2-fluoro-4-(2-methoxy-3,5-dimethylpyridin-4-yl)phenyl]-1-[(S)-tetrahydrofuran-3-yl]-1H-pyrazole-4-carboxylic acid), N (ammonia). Solvent: CN(C)C=O (DMF). Reaction conditions: time 95 minute. The product is FC1=C(C=CC(=C1)C1=C(C(=NC=C1C)OC)C)C1=C(C=NN1[C@@H]1COCC1)C(=O)N (5-[2-fluoro-4-(2-methoxy-3,5-dimethylpyridin-4-yl)phenyl]-1-[(S)tetrahydrofuran-3-yl]-1H-pyrazole-4-carboxamide). Yield: 96.4%. As a reaction SMILES: C1N=C[N:3](C(N2C=NC=C2)=O)C=1.[F:13][C:14]1[CH:19]=[C:18]([C:20]2[C:25]([CH3:26])=[CH:24][N:23]=[C:22]([O:27][CH3:28])[C:21]=2[CH3:29])[CH:17]=[CH:16][C:15]=1[C:30]1[N:34]([C@H:35]2[CH2:39][CH2:38][O:37][CH2:36]2)[N:33]=[CH:32][C:31]=1[C:40]([OH:42])=O.N>CN(C=O)C>[F:13][C:14]1[CH:19]=[C:18]([C:20]2[C:25]([CH3:26])=[CH:24][N:23]=[C:22]([O:27][CH3:28])[C:21]=2[CH3:29])[CH:17]=[CH:16][C:15]=1[C:30]1[N:34]([C@H:35]2[CH2:39][CH2:38][O:37][CH2:36]2)[N:33]=[CH:32][C:31]=1[C:40]([NH2:3])=[O:42]. Procedure details: CDI (21.4 g) was added at one time to a solution of 5-[2-fluoro-4-(2-methoxy-3,5-dimethylpyridin-4-yl)phenyl]-1-[(S)-tetrahydrofuran-3-yl]-1H-pyrazole-4-carboxylic acid (38.7 g) in DMF (290 mL) at room temperature, and the mixture was stirred at room temperature for 95 minutes. 28% aqueous ammonia (95 mL) was added to the reaction mixture, and the mixture was stirred at room temperature for 35 minutes. 28% aqueous ammonia (95 mL) was added again to the reaction mixture, and the mixture was stirr... Starting materials: NC1CN(CCC1)C(=O)OC(C)(C)C (tert-butyl 3-aminopiperidine-1-carboxylate), C(C)(C)(C)OC(NC1=NC(=CC=C1C(CC)=O)Cl)=O (tert-Butyl(6-chloro-3-propanoylpyridin-2-yl)carbamate), C(C)(C)N(CC)C(C)C (diisopropylethylamine). The solvent is CS(=O)C (DMSO), C(C)(=O)OCC (ethyl acetate). Conditions: temperature 90 celsius. Yields the product C(C)(C)(C)OC(=O)NC1=C(C=CC(=N1)NC1CN(CCC1)C(=O)OC(C)(C)C)C(CC)=O (tert-Butyl 3-({6-[(tert-butoxycarbonyl)amino]-5-propanoylpyridin-2-yl}amino)piperidine-1-carboxylate). As a reaction SMILES: [NH2:1][CH:2]1[CH2:7][CH2:6][CH2:5][N:4]([C:8]([O:10][C:11]([CH3:14])([CH3:13])[CH3:12])=[O:9])[CH2:3]1.[C:15]([O:19][C:20](=[O:33])[NH:21][C:22]1[C:27]([C:28](=[O:31])[CH2:29][CH3:30])=[CH:26][CH:25]=[C:24](Cl)[N:23]=1)([CH3:18])([CH3:17])[CH3:16].C(N(C(C)C)CC)(C)C>CS(C)=O.C(OCC)(=O)C>[C:15]([O:19][C:20]([NH:21][C:22]1[N:23]=[C:24]([NH:1][CH:2]2[CH2:7][CH2:6][CH2:5][N:4]([C:8]([O:10][C:11]([CH3:14])([CH3:13])[CH3:12])=[O:9])[CH2:3]2)[CH:25]=[CH:26][C:27]=1[C:28](=[O:31])[CH2:29][CH3:30])=[O:33])([CH3:18])([CH3:17])[CH3:16]. Reported procedure: 610 mg (3.0 mmol) of tert-butyl 3-aminopiperidine-1-carboxylate, 700 mg (2.3 mmol) of tert-butyl(6-chloro-3-propanoylpyridin-2-yl)carbamate (Example 23A) and 610 μl (3.5 mmol) of diisopropylethylamine were suspended in 7 ml of DMSO and heated in a microwave reactor at 90° C. for 45 min. The reaction mixture was diluted with ethyl acetate (100 ml) and washed with saturated aqueous ammonium chloride solution (3×40 ml), then with saturated aqueous sodium bicarbonate solution (40 ml), and the organi...